describe an organic reaction: reactants, conditions, products, and yield From a dataset of the Open Reaction Database (ORD), a public repository of structured organic reaction records. The reactants are CO, [H][H], O=[N+]([O-])c1cccc2c1N1CCN=C1S2, N. Yields the product Nc1cccc2c1N1CCN=C1S2. Reaction SMILES: [CH3:19][OH:20].[H:17][H:18].[N+:1]([O-:2])(=[O:3])[c:4]1[cH:5][cH:6][cH:7][c:8]2[c:9]1[N:10]1[C:11](=[N:13][CH2:14][CH2:15]1)[S:12]2.[NH3:16]>>[NH2:1][c:4]1[cH:5][cH:6][cH:7][c:8]2[c:9]1[N:10]1[C:11](=[N:13][CH2:14][CH2:15]1)[S:12]2. Starting materials: CC=1NC(=C(N1)C)C=1C=C(C(=O)O)C=CC1C (3-(2,4-dimethyl-1H-imidazol-5-yl)-4-methylbenzoic acid), IC1=C(N=C(N1)C1CCOCC1)C (5-iodo-4-methyl-2-(tetrahydro-2H-pyran-4-yl)-1H-imidazole), IC1=C(N=C(N1)C1CCOCC1)C (5-iodo-4-methyl-2-(tetrahydro-2H-pyran-4-yl)-1H-imidazole), IC1=C(N=C(N1)C)C (5-iodo-2,4-dimethyl-1H-imidazole), CC1=C(C=C(C(=O)OC)C=C1)B1OC(C(O1)(C)C)(C)C (Methyl 4-methyl-3-(4,4,5,5-tetramethyl-1,3,2-dioxaborolan-2-yl)benzoate), CC1=C(C(=O)OC)C=C(C(=C1)C)B1OC(C(O1)(C)C)(C)C (methyl 2,4-dimethyl-5-(4,4,5,5-tetramethyl-1,3,2-dioxaborolan-2-yl)benzoate), CC1=C(C(=O)OC)C=C(C(=C1)C)B1OC(C(O1)(C)C)(C)C (methyl 2,4-dimethyl-5-(4,4,5,5-tetramethyl-1,3,2-dioxaborolan-2-yl)benzoate). The product is CC1=C(C(=O)O)C=C(C(=C1)C)C1=C(N=C(N1)C1CCOCC1)C (2,4-Dimethyl-5-(4-methyl-2-(tetrahydro-2H-pyran-4-yl)-1H-imidazol-5-yl)benzoic acid). RXN SMILES: CC1NC(C2C=C(C=CC=2C)C(O)=O)=C(C)N=1.I[C:19]1[NH:23][C:22]([CH:24]2[CH2:29][CH2:28][O:27][CH2:26][CH2:25]2)=[N:21][C:20]=1[CH3:30].IC1NC(C)=NC=1C.[CH3:39][C:40]1[CH:49]=[C:48]([CH3:50])[C:47](B2OC(C)(C)C(C)(C)O2)=[CH:46][C:41]=1[C:42]([O:44]C)=[O:43].CC1C=CC(C(OC)=O)=CC=1B1OC(C)(C)C(C)(C)O1>>[CH3:39][C:40]1[CH:49]=[C:48]([CH3:50])[C:47]([C:19]2[NH:23][C:22]([CH:24]3[CH2:29][CH2:28][O:27][CH2:26][CH2:25]3)=[N:21][C:20]=2[CH3:30])=[CH:46][C:41]=1[C:42]([OH:44])=[O:43]. Reported procedure: The title compound was prepared using standard chemical manipulations and procedures similar to those used for the preparation of compound 5.7, except 5-iodo-4-methyl-2-(tetrahydro-2H-pyran-4-yl)-1H-imidazole (compound 164.1) was used in place of 5-iodo-2,4-dimethyl-1H-imidazole (compound 5.5) and methyl 2,4-dimethyl-5-(4,4,5,5-tetramethyl-1,3,2-dioxaborolan-2-yl)benzoate (compound 160.1) was used in place of methyl 4-methyl-3-(4,4,5,5-tetramethyl-1,3,2-dioxaborolan-2-yl)benzoate (compound 5.4). Reactants: CCOC(=O)C=Cc1cc(OCc2ccc(OCc3nc(-c4ccccc4)oc3C)c(OC)c2)nn1-c1ccccc1, CCO, Cl, [Na+], C1CCOC1, [OH-]. Yields the product COc1cc(COc2cc(C=CC(=O)O)n(-c3ccccc3)n2)ccc1OCc1nc(-c2ccccc2)oc1C. As a reaction SMILES: [CH3:1][O:2][c:3]1[cH:4][c:5]([CH2:6][O:7][c:8]2[n:9][n:10](-[c:20]3[cH:21][cH:22][cH:23][cH:24][cH:25]3)[c:11]([CH:13]=[CH:14][C:15](=[O:16])[O:17][CH2:18][CH3:19])[cH:12]2)[cH:26][cH:27][c:28]1[O:29][CH2:30][c:31]1[n:32][c:33](-[c:37]2[cH:38][cH:39][cH:40][cH:41][cH:42]2)[o:34][c:35]1[CH3:36].[CH3:51][CH2:52][OH:53].[ClH:50].[Na+:44].[O:45]1[CH2:46][CH2:47][CH2:48][CH2:49]1.[OH-:43]>>[CH3:1][O:2][c:3]1[cH:4][c:5]([CH2:6][O:7][c:8]2[n:9][n:10](-[c:20]3[cH:21][cH:22][cH:23][cH:24][cH:25]3)[c:11]([CH:13]=[CH:14][C:15](=[O:16])[OH:17])[cH:12]2)[cH:26][cH:27][c:28]1[O:29][CH2:30][c:31]1[n:32][c:33](-[c:37]2[cH:38][cH:39][cH:40][cH:41][cH:42]2)[o:34][c:35]1[CH3:36].